The task is: describe an organic reaction: reactants, conditions, products, and yield. This data is from the Open Reaction Database (ORD), a public repository of structured organic reaction records. Reactants: CC(C)(C)OC(=O)N1CCN(CCCOc2ccc(C3(C#N)CCOCC3)cc2)CC1, CO, Cl, C1COCCO1. Yields the product N#CC1(c2ccc(OCCCN3CCNCC3)cc2)CCOCC1. As a reaction SMILES: [C:1]([O:2][C:3](=[O:4])[N:8]1[CH2:9][CH2:10][N:11]([CH2:14][CH2:15][CH2:16][O:17][c:18]2[cH:19][cH:20][c:21]([C:24]3([C:30]#[N:31])[CH2:25][CH2:26][O:27][CH2:28][CH2:29]3)[cH:22][cH:23]2)[CH2:12][CH2:13]1)([CH3:5])([CH3:6])[CH3:7].[CH3:32][OH:33].[ClH:34].[O:35]1[CH2:36][CH2:37][O:38][CH2:39][CH2:40]1>>[NH:8]1[CH2:9][CH2:10][N:11]([CH2:14][CH2:15][CH2:16][O:17][c:18]2[cH:19][cH:20][c:21]([C:24]3([C:30]#[N:31])[CH2:25][CH2:26][O:27][CH2:28][CH2:29]3)[cH:22][cH:23]2)[CH2:12][CH2:13]1. Reactants: C([O-])(O)=O.[Na+] (sodium bicarbonate), [C@H]1(CC[C@H](CC1)C(=O)[O-])C(=O)OCC1=CC=CC=C1.[K+] (potassium benzyl trans-1,4-cyclohexanedicarboxylate), O (water), C(Cl)(Cl)Cl (chloroform). Reagents/catalysts: S(=O)(=O)(O)[O-].C(CCC)[N+](CCCC)(CCCC)CCCC (tetrabutylammonium hydrogen sulfate). Conditions: time 8 hour. Yields the product [C@H]1(CC[C@H](CC1)C(=O)OCCl)C(=O)OCC1=CC=CC=C1 (Benzyl chloromethyl trans-1,4-cyclohexanedicarboxylate). Isolated yield 35.0%. As a reaction SMILES: C(=O)(O)[O-].[Na+].[C@H:6]1([C:15]([O:17][CH2:18][C:19]2[CH:24]=[CH:23][CH:22]=[CH:21][CH:20]=2)=[O:16])[CH2:11][CH2:10][C@H:9]([C:12]([O-:14])=[O:13])[CH2:8][CH2:7]1.[K+].O.[CH:27](Cl)(Cl)[Cl:28]>S([O-])(O)(=O)=O.C([N+](CCCC)(CCCC)CCCC)CCC>[C@H:6]1([C:15]([O:17][CH2:18][C:19]2[CH:24]=[CH:23][CH:22]=[CH:21][CH:20]=2)=[O:16])[CH2:7][CH2:8][C@H:9]([C:12]([O:14][CH2:27][Cl:28])=[O:13])[CH2:10][CH2:11]1 |f:0.1,2.3,6.7|. Procedure: To a mixture of 3.06 g (0.036 mole) sodium bicarbonate, 5.46 g (0.018 mole) potassium benzyl trans-1,4-cyclohexanedicarboxylate, 50 ml water and 500 ml chloroform is added 6.17 g (0.018 mole) tetrabutylammonium hydrogen sulfate and the mixture is stirred at room temperature overnight. The layers are separated. The aqueous layer is extracted twice with chloroform and the combined chloroform layers are dried and evaporated to dryness. The resulting tetrabutylammonium salt is taken up in methylene ... Starting materials: BrB(Br)Br, CC(=O)Oc1ccc(C=Cc2cc(F)cc(OCc3ccccc3)c2)cc1, CO, ClCCl. Yields the product CC(=O)Oc1ccc(C=Cc2cc(O)cc(F)c2)cc1. As a reaction SMILES: [B:1]([Br:2])([Br:3])[Br:4].[CH2:5]([c:6]1[cH:7][cH:8][cH:9][cH:10][cH:11]1)[O:12][c:13]1[cH:14][c:15]([F:31])[cH:16][c:17]([CH:19]=[CH:20][c:21]2[cH:22][cH:23][c:24]([O:27][C:28]([CH3:29])=[O:30])[cH:25][cH:26]2)[cH:18]1.[CH3:32][OH:33].[Cl:34][CH2:35][Cl:36]>>[OH:12][c:13]1[cH:14][c:15]([F:31])[cH:16][c:17]([CH:19]=[CH:20][c:21]2[cH:22][cH:23][c:24]([O:27][C:28]([CH3:29])=[O:30])[cH:25][cH:26]2)[cH:18]1. The reactants are ClC1=C(C=CC=C1)S(=O)(=O)N=C=O (2-chlorobenzenesulfonylisocyanate), NC1=C(C(=O)O)C=CC(=C1)Cl (2-amino-4-chlorobenzoic acid). Product: ClC1=CC=C2C(N(C(NC2=C1)=O)S(=O)(=O)C1=C(C=CC=C1)Cl)=O (7-chloro-3-(2-chlorobenzenesulfonyl)-2,4(1H,3H)-quinazolinedione). The yield is 51.6%. As a reaction SMILES: [Cl:1][C:2]1[CH:7]=[CH:6][CH:5]=[CH:4][C:3]=1[S:8]([N:11]=[C:12]=[O:13])(=[O:10])=[O:9].[NH2:14][C:15]1[CH:23]=[C:22]([Cl:24])[CH:21]=[CH:20][C:16]=1[C:17]([OH:19])=O>>[Cl:24][C:22]1[CH:23]=[C:15]2[C:16]([C:17](=[O:19])[N:11]([S:8]([C:3]3[CH:4]=[CH:5][CH:6]=[CH:7][C:2]=3[Cl:1])(=[O:9])=[O:10])[C:12](=[O:13])[NH:14]2)=[CH:20][CH:21]=1. Procedure: 1.14 g (5.22 mmol) of 2-chlorobenzenesulfonylisocyanate and 896 mg (5.22 mmol) of 2-amino-4-chlorobenzoic acid were treated in the same way as in Example 1 to obtain 1.00 g of the above-identified compound (yield 51.6%). Properties: colorless crystal, Melting point: 275°-276° C., PMR (δppm, DMSO-d6):7.16 (1H,s), 7.23 (1H,d), 7.63-7.76 (4H,m), 7.86 (1H,d), 8.20 (1H,d), 11.79 (1H,br). The reactants are P(Cl)(Cl)(Cl)(Cl)Cl (phosphorus pentachloride), 41.4, CN1C(N=C(NS1(=O)=O)OCC)=O (6-methyl-3-ethoxy-6H-1,2,4,6-thiatriazin-5-one-1,1-dioxide), P(=O)(Cl)(Cl)Cl (phosphorus oxychloride). The solvent is ClCCCl (1,2-dichloroethane). Product: 43.5, ClC1=NC(=NS(N1C)(=O)=O)OCC (5-chloro-6-methyl-3-ethoxy-6H-1,2,4,6-thiatriazine-1,1-dioxide). The yield is 96.5%. Reaction SMILES: P(Cl)(Cl)(Cl)(Cl)Cl.[CH3:7][N:8]1[S:13](=[O:15])(=[O:14])[NH:12][C:11]([O:16][CH2:17][CH3:18])=[N:10][C:9]1=O.P(Cl)(Cl)([Cl:22])=O>ClCCCl>[Cl:22][C:9]1[N:8]([CH3:7])[S:13](=[O:15])(=[O:14])[N:12]=[C:11]([O:16][CH2:17][CH3:18])[N:10]=1. Procedure: 50 parts of phosphorus pentachloride were introduced into a stirred mixture of 41.4 parts of 6-methyl-3-ethoxy-6H-1,2,4,6-thiatriazin-5-one-1,1-dioxide in 100 parts of 1,2-dichloroethane and 100 parts of phosphorus oxychloride at room temperature. The reaction mixture was stirred under reflux for 12 hours and then evaporated down under reduced pressure, giving 43.5 parts (96.5% of theory) of 5-chloro-6-methyl-3-ethoxy-6H-1,2,4,6-thiatriazine-1,1-dioxide, of melting point 75°-80° C. The reactants are COC(=O)c1cscc1NC(C)=O, ClC(Cl)Cl, O, O=S(=O)(Cl)Cl. Yields the product COC(=O)c1csc(Cl)c1NC(C)=O. As a reaction SMILES: [C:1]([CH3:2])(=[O:3])[NH:4][c:5]1[c:6]([C:10](=[O:11])[O:12][CH3:13])[cH:7][s:8][cH:9]1.[CH:20]([Cl:21])([Cl:22])[Cl:23].[OH2:19].[S:14]([Cl:15])(=[O:16])([Cl:17])=[O:18]>>[C:1]([CH3:2])(=[O:3])[NH:4][c:5]1[c:6]([C:10](=[O:11])[O:12][CH3:13])[cH:7][s:8][c:9]1[Cl:17]. Starting materials: C1(=CC=CC=C1)\C=N\N1C=CC2=NC=C(C=C21)C=2C=NN(C2)C2CCN(CC2)C(=O)OC(C)(C)C (tert-butyl 4-[4-(1-{[(E)-phenylmethylidene]amino}-1H-pyrrolo[3,2-b]pyridin-6-yl)-1H-pyrazol-1-yl]piperidine-1-carboxylate), [BH4-].[Na+] (NaBH4). Run in CO (MeOH), C(=O)(O)[O-].[Na+] (NaHCO3). The product is C(C1=CC=CC=C1)NN1C=CC2=NC=C(C=C21)C=2C=NN(C2)C2CCN(CC2)C(=O)OC(C)(C)C (tert-butyl 4-{4-[1-(benzylamino)-1H-pyrrolo[3,2-b]pyridin-6-yl]-1H-pyrazol-1-yl}piperidine-1-carboxylate). The yield is 88.6%. As a reaction SMILES: [C:1]1(/[CH:7]=[N:8]/[N:9]2[C:17]3[C:12](=[N:13][CH:14]=[C:15]([C:18]4[CH:19]=[N:20][N:21]([CH:23]5[CH2:28][CH2:27][N:26]([C:29]([O:31][C:32]([CH3:35])([CH3:34])[CH3:33])=[O:30])[CH2:25][CH2:24]5)[CH:22]=4)[CH:16]=3)[CH:11]=[CH:10]2)[CH:6]=[CH:5][CH:4]=[CH:3][CH:2]=1.[BH4-].[Na+]>CO.C([O-])(O)=O.[Na+]>[CH2:7]([NH:8][N:9]1[C:17]2[C:12](=[N:13][CH:14]=[C:15]([C:18]3[CH:19]=[N:20][N:21]([CH:23]4[CH2:24][CH2:25][N:26]([C:29]([O:31][C:32]([CH3:35])([CH3:34])[CH3:33])=[O:30])[CH2:27][CH2:28]4)[CH:22]=3)[CH:16]=2)[CH:11]=[CH:10]1)[C:1]1[CH:6]=[CH:5][CH:4]=[CH:3][CH:2]=1 |f:1.2,4.5|. Reported procedure: A mixture of tert-butyl 4-[4-(1-{[(E)-phenylmethylidene]amino}-1H-pyrrolo[3,2-b]pyridin-6-yl)-1H-pyrazol-1-yl]piperidine-1-carboxylate (200 mg, 0.43 mmol) in MeOH (10 mL) was treated with excess amount of NaBH4 under reflux. HPLC check indicates disappearance of the starting material. The mixture was diluted with aqueous NaHCO3, and extracted with ethylacetate. The product was purified by column chromatography (EtOAc:MeOH=100:5) and the entitled intermediate was isolated as a white solid (180 mg... Reactants: ClC1=C(OC2CN(CC2)C(=O)OC(C)(C)C)C=C(C=C1[N+](=O)[O-])C#N ((+/−)-tert-butyl 3-(2-chloro-5-cyano-3-nitrophenoxy)pyrrolidine-1-carboxylate). The reagents and catalysts are [Pd] (Pd/C). The solvent is CO (Methanol). Run at time 2 hour. Yields the product NC=1C(=C(OC2CN(CC2)C(=O)OC(C)(C)C)C=C(C1)C#N)Cl ((+/−)-tert-butyl 3-(3-amino-2-chloro-5-cyanophenoxy)pyrrolidine-1-carboxylate). Isolated yield 18.8%. RXN SMILES: [Cl:1][C:2]1[C:20]([N+:21]([O-])=O)=[CH:19][C:18]([C:24]#[N:25])=[CH:17][C:3]=1[O:4][CH:5]1[CH2:9][CH2:8][N:7]([C:10]([O:12][C:13]([CH3:16])([CH3:15])[CH3:14])=[O:11])[CH2:6]1>CO.[Pd]>[NH2:21][C:20]1[C:2]([Cl:1])=[C:3]([CH:17]=[C:18]([C:24]#[N:25])[CH:19]=1)[O:4][CH:5]1[CH2:9][CH2:8][N:7]([C:10]([O:12][C:13]([CH3:16])([CH3:15])[CH3:14])=[O:11])[CH2:6]1. Procedure: A mixture of (+/−)-tert-butyl 3-(2-chloro-5-cyano-3-nitrophenoxy)pyrrolidine-1-carboxylate (278 mg, 0.756 mmol) and Pd/C (80 mg, 0.038 mmol) in Methanol (20 mL) was hydrogenated at 20 psi for 2 h. The reaction mixture was filtered through a pad of celite and the filtrate was concentrated. The crude product was purified by flash chromatography on silica gel using an automated ISCO system (40 g column, eluting with 5-60% ethyl acetate/hexanes) to give (+/−)-tert-butyl 3-(3-amino-2-chloro-5-cyanoph... The reactants are ice, Cl (hydrogen chloride), C(C)N(CCN1N=C2C=3C(=C(C=CC13)NCCNC(O)=O)SC1=C2C=CC(=C1)O)CC ([2-[[2-[2-(diethylamino)ethyl]-8-hydroxy-2H-[1]benzothiopyrano[4,3,2-cd]indazol-5-yl]amino]ethyl]-carbamic acid), 1,1-dimethylethyl ester. Run in C(C)O (ethyl alcohol). Run at temperature 3 celsius, time 8 hour. Yields the product Cl.Cl.Cl.NCCNC1=C2C=3C(=NN(C3C=C1)CCN(CC)CC)C1=C(S2)C=C(C=C1)O (5-[(2-Aminoethyl)amino]-2-[2-(diethylamino)ethyl]-2H-[1]benzothiopyrano[4,3,2-cd]indazol-8-ol, trihydrochloride). Yield: 90.5%. RXN SMILES: [CH2:1]([N:3]([CH2:30][CH3:31])[CH2:4][CH2:5][N:6]1[C:14]2[CH:13]=[CH:12][C:11]([NH:15][CH2:16][CH2:17][NH:18]C(=O)O)=[C:10]3[S:22][C:23]4[CH:28]=[C:27]([OH:29])[CH:26]=[CH:25][C:24]=4[C:8]([C:9]=23)=[N:7]1)[CH3:2].[ClH:32]>C(O)C>[ClH:32].[ClH:32].[ClH:32].[NH2:18][CH2:17][CH2:16][NH:15][C:11]1[CH:12]=[CH:13][C:14]2[N:6]([CH2:5][CH2:4][N:3]([CH2:30][CH3:31])[CH2:1][CH3:2])[N:7]=[C:8]3[C:24]4[CH:25]=[CH:26][C:27]([OH:29])=[CH:28][C:23]=4[S:22][C:10]=1[C:9]=23 |f:3.4.5.6|. Reported procedure: To an ice-cold solution of 29.4 g (59.1 mmol) of [2-[[2-[2-(diethylamino)ethyl]-8-hydroxy-2H-[1]benzothiopyrano[4,3,2-cd]indazol-5-yl]amino]ethyl]-carbamic acid; 1,1-dimethylethyl ester and 800 mL of absolute ethyl alcohol was slowly bubbled anhydrous hydrogen chloride until the temperature reached 12° C. The mixture was cooled to 3° C., and the bubbling process was repeated three times, then the mixture was warmed to 25° C. After stirring overnight, the solids were collected by filtration then ... Reactants: ice water, FC1=C(C=CC(=C1)[N+](=O)[O-])N1C(=NC(=C1)C)C (1-(2-fluoro-4-nitrophenyl)-2,4-dimethyl-1H-imidazole), ( 2 ). Reagents/catalysts: [Pd] (Palladium on carbon). Solvent: CO (methanol). Run at time 18 hour. The product is CC=1N(C=C(N1)C)C1=C(C=C(N)C=C1)F (4-(2,4-dimethyl-1H-imidazol-1-yl)-3-fluoroaniline). Isolated yield 104.4%. As a reaction SMILES: [F:1][C:2]1[CH:7]=[C:6]([N+:8]([O-])=O)[CH:5]=[CH:4][C:3]=1[N:11]1[CH:15]=[C:14]([CH3:16])[N:13]=[C:12]1[CH3:17]>[Pd].CO>[CH3:17][C:12]1[N:11]([C:3]2[CH:4]=[CH:5][C:6]([NH2:8])=[CH:7][C:2]=2[F:1])[CH:15]=[C:14]([CH3:16])[N:13]=1. Procedure: Step T (2): 10% Palladium on carbon (2.99 g, 2.81 mmol) was added under an atmosphere of nitrogen to a chilled (ice-water bath) solution of 1-(2-fluoro-4-nitrophenyl)-2,4-dimethyl-1H-imidazole (6.6 g, 28.1 mmol) dissolved in methanol (150 mL). The flask was repeatedly evacuated and flushed with hydrogen gas (double balloon). The resulting mixture was allowed to warm to rt and left to stir for 18 h under the hydrogen atmosphere. The vessel was subsequently purged with nitrogen gas. The crude reac...